From a dataset of the Open Reaction Database (ORD), a public repository of structured organic reaction records. describe an organic reaction: reactants, conditions, products, and yield The reactants are COc1cc2c(NC(=O)Nc3c(Cl)cccc3Cl)ncnc2cc1OCCCN1CCC(CNC(=O)OC(C)(C)C)CC1, ClC(Cl)Cl, O=C(O)C(F)(F)F. The product is COc1cc2c(NC(=O)Nc3c(Cl)cccc3Cl)ncnc2cc1OCCCN1CCC(CN)CC1. As a reaction SMILES: [C:1]([O:2][C:3](=[O:4])[NH:8][CH2:9][CH:10]1[CH2:11][CH2:12][N:13]([CH2:16][CH2:17][CH2:18][O:19][c:20]2[c:21]([O:42][CH3:43])[cH:22][c:23]3[c:24]([NH:30][C:31](=[O:32])[NH:33][c:34]4[c:35]([Cl:41])[cH:36][cH:37][cH:38][c:39]4[Cl:40])[n:25][cH:26][n:27][c:28]3[cH:29]2)[CH2:14][CH2:15]1)([CH3:5])([CH3:6])[CH3:7].[CH:51]([Cl:52])([Cl:53])[Cl:54].[OH:44][C:45]([C:46]([F:47])([F:48])[F:49])=[O:50]>>[NH2:8][CH2:9][CH:10]1[CH2:11][CH2:12][N:13]([CH2:16][CH2:17][CH2:18][O:19][c:20]2[c:21]([O:42][CH3:43])[cH:22][c:23]3[c:24]([NH:30][C:31](=[O:32])[NH:33][c:34]4[c:35]([Cl:41])[cH:36][cH:37][cH:38][c:39]4[Cl:40])[n:25][cH:26][n:27][c:28]3[cH:29]2)[CH2:14][CH2:15]1. Reactants: O (water), FC1=C(C(=CC=C1)F)C(=O)N[C@@H](CC1=CC=C(C=C1)C=1C(N(C(N(C1C)C)=O)C)=O)C(=O)O (N-[(2,6-difluorophenyl)carbonyl]-4-(1,3,6-trimethyl-2,4-dioxo-5-pyrimidinyl)-L-phenylalanine), C([O-])(O)=O.[Na+] (sodium bicarbonate), C(C)(=O)OC(C)Cl (1-chloroethyl acetate). Solvent: CN(C)C=O (DMF). Run at time 48 hour. Yields the product C(C)(=O)OC(C)OC([C@@H](NC(=O)C1=C(C=CC=C1F)F)CC1=CC=C(C=C1)C=1C(N(C(N(C1C)C)=O)C)=O)=O (N-[(2,6-difluorophenyl)carbonyl]-4-(1,3,6-trimethyl-2,4-dioxo-5-pyrimidinyl)-L-phenylalanine 1-(acetoxy)ethyl ester). Isolated yield 65.6%. RXN SMILES: [F:1][C:2]1[CH:7]=[CH:6][CH:5]=[C:4]([F:8])[C:3]=1[C:9]([NH:11][C@H:12]([C:31]([OH:33])=[O:32])[CH2:13][C:14]1[CH:19]=[CH:18][C:17]([C:20]2[C:21](=[O:30])[N:22]([CH3:29])[C:23](=[O:28])[N:24]([CH3:27])[C:25]=2[CH3:26])=[CH:16][CH:15]=1)=[O:10].C(=O)(O)[O-].[Na+].[C:39]([O:42][CH:43](Cl)[CH3:44])(=[O:41])[CH3:40].O>CN(C=O)C>[C:39]([O:42][CH:43]([O:32][C:31](=[O:33])[C@H:12]([CH2:13][C:14]1[CH:15]=[CH:16][C:17]([C:20]2[C:21](=[O:30])[N:22]([CH3:29])[C:23](=[O:28])[N:24]([CH3:27])[C:25]=2[CH3:26])=[CH:18][CH:19]=1)[NH:11][C:9]([C:3]1[C:2]([F:1])=[CH:7][CH:6]=[CH:5][C:4]=1[F:8])=[O:10])[CH3:44])(=[O:41])[CH3:40] |f:1.2|. Procedure: To a suspension of N-[(2,6-difluorophenyl)carbonyl]-4-(1,3,6-trimethyl-2,4-dioxo-5-pyrimidinyl)-L-phenylalanine (0.743 mmol, 340 mg) and sodium bicarbonate (5.94 mmol, 499 mg) in DMF (3.0 mL) was added 1-chloroethyl acetate (5.94 mmol, 0.73 g) at room temperature. The mixture was stirred for 48 h at room temperature. Then, the reaction mixture was poured into water (50 mL) and was extracted with ethyl acetate (3×25 mL). The combined extracts were washed with brine solution (80 mL) and were dried... Reactants: [Al+3], CCOC(=O)CC(C)=O, C1CCNCC1, C1CCOC1, COc1ccccc1C=O, CC(C)(C)[O-], CCO, [H-], [H-], [H-], [H-], [K+], [Li+], O=C1CCCNC1=O, [Na+], [OH-]. Yields the product COc1ccccc1C1CCNCC1. As a reaction SMILES: [Al+3:33].[C:11]([O:12][CH2:13][CH3:14])(=[O:15])[CH2:16][C:17]([CH3:18])=[O:19].[CH2:20]1[CH2:21][CH2:22][NH:23][CH2:24][CH2:25]1.[CH2:48]1[O:49][CH2:50][CH2:51][CH2:52]1.[CH3:1][O:2][c:3]1[c:4]([CH:5]=[O:6])[cH:7][cH:8][cH:9][cH:10]1.[CH3:26][C:27]([CH3:28])([O-:29])[CH3:30].[CH3:53][CH2:54][OH:55].[H-:32].[H-:35].[H-:36].[H-:37].[K+:31].[Li+:34].[NH:38]1[CH2:39][CH2:40][CH2:41][C:42](=[O:43])[C:44]1=[O:45].[Na+:47].[OH-:46]>>[CH3:1][O:2][c:3]1[c:4]([CH:5]2[CH2:21][CH2:22][NH:23][CH2:24][CH2:25]2)[cH:7][cH:8][cH:9][cH:10]1. Starting materials: N#CCCBr, FC(F)(F)c1ccc(-c2ccc(N3CCNCC3)nc2)cc1. Product: N#CCCN1CCN(c2ccc(-c3ccc(C(F)(F)F)cc3)cn2)CC1. RXN SMILES: [Br:23][CH2:24][CH2:25][C:26]#[N:27].[F:1][C:2]([c:3]1[cH:4][cH:5][c:6](-[c:9]2[cH:10][cH:11][c:12]([N:15]3[CH2:16][CH2:17][NH:18][CH2:19][CH2:20]3)[n:13][cH:14]2)[cH:7][cH:8]1)([F:21])[F:22]>>[F:1][C:2]([c:3]1[cH:4][cH:5][c:6](-[c:9]2[cH:10][cH:11][c:12]([N:15]3[CH2:16][CH2:17][N:18]([CH2:24][CH2:25][C:26]#[N:27])[CH2:19][CH2:20]3)[n:13][cH:14]2)[cH:7][cH:8]1)([F:21])[F:22]. Starting materials: COCOc1ccc(C(C)=NOCCCCC2COC(C)(C(=O)OC)OC2)cc1, CC(C)O, Cl. The product is COC(=O)C1(C)OCC(CCCCON=C(C)c2ccc(O)cc2)CO1. As a reaction SMILES: [CH3:1][O:2][C:3](=[O:4])[C:5]1([CH3:29])[O:6][CH2:7][CH:8]([CH2:11][CH2:12][CH2:13][CH2:14][O:15][N:16]=[C:17]([CH3:18])[c:19]2[cH:20][cH:21][c:22]([O:25][CH2:26][O:27][CH3:28])[cH:23][cH:24]2)[CH2:9][O:10]1.[CH:31]([OH:32])([CH3:33])[CH3:34].[ClH:30]>>[CH3:1][O:2][C:3](=[O:4])[C:5]1([CH3:29])[O:6][CH2:7][CH:8]([CH2:11][CH2:12][CH2:13][CH2:14][O:15][N:16]=[C:17]([CH3:18])[c:19]2[cH:20][cH:21][c:22]([OH:25])[cH:23][cH:24]2)[CH2:9][O:10]1.